This data is from the Open Reaction Database (ORD), a public repository of structured organic reaction records. The task is: describe an organic reaction: reactants, conditions, products, and yield Reactants: CCc1nc2c(cnn2CC)c(NC2CCOCC2)c1CNC(=O)c1cccc(C(=O)NCc2ccc(F)c(-c3cccc(C=O)c3)c2)n1, CC1CNCC(C)N1, CC(=O)O, CS(C)=O. Product: CCc1nc2c(cnn2CC)c(NC2CCOCC2)c1CNC(=O)c1cccc(C(=O)NCc2ccc(F)c(-c3cccc(CN4CC(C)NC(C)C4)c3)c2)n1. As a reaction SMILES: [CH2:1]([CH3:2])[n:3]1[n:4][cH:5][c:6]2[c:7]1[n:8][c:9]([CH2:48][CH3:49])[c:10]([CH2:19][NH:20][C:21](=[O:22])[c:23]1[n:24][c:25]([C:29](=[O:30])[NH:31][CH2:32][c:33]3[cH:34][c:35](-[c:40]4[cH:41][c:42]([CH:46]=[O:47])[cH:43][cH:44][cH:45]4)[c:36]([F:39])[cH:37][cH:38]3)[cH:26][cH:27][cH:28]1)[c:11]2[NH:12][CH:13]1[CH2:14][CH2:15][O:16][CH2:17][CH2:18]1.[CH3:50][CH:51]1[NH:52][CH:53]([CH3:57])[CH2:54][NH:55][CH2:56]1.[CH3:58][C:59](=[O:60])[OH:61].[CH3:62][S:63]([CH3:64])=[O:65]>>[CH2:1]([CH3:2])[n:3]1[n:4][cH:5][c:6]2[c:7]1[n:8][c:9]([CH2:48][CH3:49])[c:10]([CH2:19][NH:20][C:21](=[O:22])[c:23]1[n:24][c:25]([C:29](=[O:30])[NH:31][CH2:32][c:33]3[cH:34][c:35](-[c:40]4[cH:41][c:42]([CH2:46][N:55]5[CH2:54][CH:53]([CH3:57])[NH:52][CH:51]([CH3:50])[CH2:56]5)[cH:43][cH:44][cH:45]4)[c:36]([F:39])[cH:37][cH:38]3)[cH:26][cH:27][cH:28]1)[c:11]2[NH:12][CH:13]1[CH2:14][CH2:15][O:16][CH2:17][CH2:18]1.